Dataset: the Open Reaction Database (ORD), a public repository of structured organic reaction records. Task: describe an organic reaction: reactants, conditions, products, and yield Starting materials: FC1=C(C=CC(=C1)F)C1=CC(=CC=C1)C(C(C)C)(O)C=1N=CN(C1)C(C1=CC=CC=C1)(C1=CC=CC=C1)C1=CC=CC=C1 (1-(2′,4′-difluoro[1,1′-biphenyl]-3-yl)-1-(1-trityl-1H-imidazol-4-yl)-2-methyl-1-propanol), Cl.N1=CC=CC=C1 (pyridine hydrochloride). Product: FC1=C(C=CC(=C1)F)C1=CC(=CC=C1)C(C(C)C)(O)C=1N=CNC1 (1-(2′,4′-difluoro[1,1′-biphenyl]-3-yl)-1-(1H-imidazol-4-yl)-2-methyl-1-propanol). Isolated yield 80.7%. As a reaction SMILES: [F:1][C:2]1[CH:7]=[C:6]([F:8])[CH:5]=[CH:4][C:3]=1[C:9]1[CH:14]=[CH:13][CH:12]=[C:11]([C:15]([C:20]2[N:21]=[CH:22][N:23](C(C3C=CC=CC=3)(C3C=CC=CC=3)C3C=CC=CC=3)[CH:24]=2)([OH:19])[CH:16]([CH3:18])[CH3:17])[CH:10]=1.Cl.N1C=CC=CC=1>>[F:1][C:2]1[CH:7]=[C:6]([F:8])[CH:5]=[CH:4][C:3]=1[C:9]1[CH:14]=[CH:13][CH:12]=[C:11]([C:15]([C:20]2[N:21]=[CH:22][NH:23][CH:24]=2)([OH:19])[CH:16]([CH3:18])[CH3:17])[CH:10]=1 |f:1.2|. Reported procedure: By the reaction in the same manner as in Example 4-(iii) using 1-(2′,4′-difluoro[1,1′-biphenyl]-3-yl)-1-(1-trityl-1H-imidazol-4-yl)-2-methyl-1-propanol (6.31 g) and pyridine hydrochloride (2.17 g), the title compound (2.93 g) was obtained as colorless needle crystals. Reactants: ( 2 ), product, ( 3 ), FC1=CC=C(C=C1)[Mg] (p-fluorophenylmagnesium), [Br-] (bromide), [Cl-].[NH4+] (ammonium chloride), C(C1=CC=CC=C1)(=O)N1C[C@@H]2CCC(C[C@H]2CC1)=O (trans-2-benzoyl-6-oxodecahydroisoquinoline), [OH-].[Na+] (NaOH), ( 1 ). Solvent: C1CCOC1 (THF), C1CCOC1 (THF). Product: C(C1=CC=CC=C1)(=O)N1C[C@@H]2CCC(C[C@H]2CC1)(O)C1=CC=C(C=C1)F (Trans-2-Benzoyl-6-(4'-fluorophenyl)-6-hydroxydecahydroisoquinoline). Reaction SMILES: [C:1]([N:9]1[CH2:18][CH2:17][C@H:16]2[C@@H:11]([CH2:12][CH2:13][C:14](=[O:19])[CH2:15]2)[CH2:10]1)(=[O:8])[C:2]1[CH:7]=[CH:6][CH:5]=[CH:4][CH:3]=1.[F:20][C:21]1[CH:26]=[CH:25][C:24]([Mg])=[CH:23][CH:22]=1.[Br-].[Cl-].[NH4+].[OH-].[Na+]>C1COCC1>[C:1]([N:9]1[CH2:18][CH2:17][C@H:16]2[C@@H:11]([CH2:12][CH2:13][C:14]([C:24]3[CH:25]=[CH:26][C:21]([F:20])=[CH:22][CH:23]=3)([OH:19])[CH2:15]2)[CH2:10]1)(=[O:8])[C:2]1[CH:3]=[CH:4][CH:5]=[CH:6][CH:7]=1 |f:3.4,5.6|. Reported procedure: A solution of trans-2-benzoyl-6-oxodecahydroisoquinoline (2.0 g, 7.8 mmol) in anhydrous THF was cooled to -78° C. with stirring under a nitrogen atmosphere. A solution of p-fluorophenylmagnesium, bromide in THF (1.0M, 7.8 mL, 7.8 mmol) was added dropwise. The reaction mixture was stirred at -78° C. for 3 h, then warmed to room temperature over 16 h. The reaction mixture was poured onto a saturated ammonium chloride solution, mixed, basified with 1N NaOH solution and extracted with ethyl acetate ...